From a dataset of the Open Reaction Database (ORD), a public repository of structured organic reaction records. describe an organic reaction: reactants, conditions, products, and yield Reactants: IC1=C(N(C(=N1)C1=CC(=CC=C1)OC(F)(F)F)C)C(=O)N1CCC(CC1)N1CCCC1 ([5-iodo-3-methyl-2-(3-trifluoromethoxy-phenyl)-3H-imidazol-4-yl]-(4-pyrrolidin-1-yl-piperidin-1-yl)-methanone), N1=CC=C(C=C1)B(O)O (pyridin-4-yl-boronic acid). The product is CN1C(=NC(=C1C(=O)N1CCC(CC1)N1CCCC1)C1=CC=NC=C1)C1=CC(=CC=C1)OC(F)(F)F ([3-Methyl-5-pyridin-4-yl-2-(3-trifluoromethoxy-phenyl)-3H-imidazol-4-yl]-(4-pyrrolidin-1-yl-piperidin-1-yl)-methanone). Reaction SMILES: I[C:2]1[N:6]=[C:5]([C:7]2[CH:12]=[CH:11][CH:10]=[C:9]([O:13][C:14]([F:17])([F:16])[F:15])[CH:8]=2)[N:4]([CH3:18])[C:3]=1[C:19]([N:21]1[CH2:26][CH2:25][CH:24]([N:27]2[CH2:31][CH2:30][CH2:29][CH2:28]2)[CH2:23][CH2:22]1)=[O:20].[N:32]1[CH:37]=[CH:36][C:35](B(O)O)=[CH:34][CH:33]=1>>[CH3:18][N:4]1[C:3]([C:19]([N:21]2[CH2:26][CH2:25][CH:24]([N:27]3[CH2:31][CH2:30][CH2:29][CH2:28]3)[CH2:23][CH2:22]2)=[O:20])=[C:2]([C:35]2[CH:36]=[CH:37][N:32]=[CH:33][CH:34]=2)[N:6]=[C:5]1[C:7]1[CH:12]=[CH:11][CH:10]=[C:9]([O:13][C:14]([F:17])([F:16])[F:15])[CH:8]=1. Reported procedure: In analogy to the procedure described for example 7, [5-iodo-3-methyl-2-(3-trifluoromethoxy-phenyl)-3H-imidazol-4-yl]-(4-pyrrolidin-1-yl-piperidin-1-yl)-methanone (example 19) was reacted with pyridin-4-yl-boronic acid to give the title compound as colorless oil. MS: 500.2 (MH+). The reactants are Cl[Si](C)(C)C (chlorotrimethylsilane), N1(N=NC2=C1C=CC=C2)CN[C@H]2[C@@H](C2)C2=CC=CC=C2 (benzotriazol-1-ylmethyl-(trans-2-phenyl-cyclopropyl)-amine), BrC(C(=O)OCC)(F)F (ethyl bromodifluoroacetate). The reagents and catalysts are [Zn] (zinc). Solvent: O1CCCC1 (tetrahydrofuran), O1CCCC1 (tetrahydrofuran), O1CCCC1 (tetrahydrofuran). Run at time 20 minute. Product: C(C)OC(C(CN[C@H]1[C@@H](C1)C1=CC=CC=C1)(F)F)=O (2,2-difluoro-3-(trans-2-phenyl-cyclopropylamino)-propionic acid ethyl ester). Yield: 11.3%. Reaction SMILES: Cl[Si](C)(C)C.Br[C:7]([F:14])([F:13])[C:8]([O:10][CH2:11][CH3:12])=[O:9].N1([CH2:24][NH:25][C@@H:26]2[CH2:28][C@H:27]2[C:29]2[CH:34]=[CH:33][CH:32]=[CH:31][CH:30]=2)C2C=CC=CC=2N=N1>O1CCCC1.[Zn]>[CH2:11]([O:10][C:8](=[O:9])[C:7]([F:14])([F:13])[CH2:24][NH:25][C@@H:26]1[CH2:28][C@H:27]1[C:29]1[CH:34]=[CH:33][CH:32]=[CH:31][CH:30]=1)[CH3:12]. Reported procedure: To a mixture of 7.3 g (0.112 g-atom) of zinc powder (−325 mesh) and 120 mL of anhydrous tetrahydrofuran was added 10.7 mL (0.084 mole) of chlorotrimethylsilane in one portion. After stirring for 20 minutes, a solution of 10.8 mL (0.084 mole) of ethyl bromodifluoroacetate in 10 mL of tetrahydrofuran was added dropwise at a rate to keep the internal temperature below 35 degrees. The mixture was stirred for 20 minutes and then cooled to −10 to 0 degrees. A solution of 14.8 g (0.056 mole) of benzotr... Starting materials: COC(=O)C(C(C)=O)C(=O)C(C)Oc1ccc(Oc2cnc3cc(Cl)c(Cl)cc3n2)cc1, CCC(=O)CC(=O)[O-], CS(C)=O, [Cl-], [Cl-], CC(Oc1ccc(Oc2cnc3cc(Cl)c(Cl)cc3n2)cc1)C(=O)O, [Na+], [Na]. Product: CC(=O)CC(=O)C(C)Oc1ccc(Oc2cnc3cc(Cl)c(Cl)cc3n2)cc1. As a reaction SMILES: [C:1]([CH3:2])(=[O:3])[CH:4]([C:5]([O:6][CH3:7])=[O:8])[C:9]([CH:10]([CH3:11])[O:12][c:13]1[cH:14][cH:15][c:16]([O:19][c:20]2[n:21][c:22]3[cH:23][c:24]([Cl:31])[c:25]([Cl:30])[cH:26][c:27]3[n:28][cH:29]2)[cH:17][cH:18]1)=[O:32].[CH3:60][CH2:61][C:62](=[O:63])[CH2:64][C:65]([O-:66])=[O:67].[CH3:70][S:71]([CH3:72])=[O:73].[Cl-:33].[Cl-:69].[Cl:34][c:35]1[cH:36][c:37]2[c:38]([cH:39][c:40]1[Cl:41])[n:42][c:43]([O:44][c:45]1[cH:46][cH:47][c:48]([O:49][CH:50]([CH3:51])[C:52]([OH:53])=[O:54])[cH:55][cH:56]1)[cH:57][n:58]2.[Na+:68].[Na:59]>>[C:1]([CH3:2])(=[O:3])[CH2:4][C:9]([CH:10]([CH3:11])[O:12][c:13]1[cH:14][cH:15][c:16]([O:19][c:20]2[n:21][c:22]3[cH:23][c:24]([Cl:31])[c:25]([Cl:30])[cH:26][c:27]3[n:28][cH:29]2)[cH:17][cH:18]1)=[O:32]. Starting materials: [Mg] (Magnesium), CN(P(=O)(N(C)C)N(C)C)C (hexamethylphosphoramide), ClC1=C(C=CC=C1)Cl (1,2-dichlorobenzene), II (I2), Cl[Si](C)(C)C (Chlorotrimethylsilane), C(=O)(O)[O-].[Na+] (NaHCO3). Conditions: temperature 70 celsius. The product is C[Si](C1=C(C=CC=C1)[Si](C)(C)C)(C)C (1,2-Bis(trimethylsilyl)benzene). Yield: 54.1%. As a reaction SMILES: [Mg].CN(C)P(N(C)C)(N(C)C)=O.Cl[C:14]1[CH:19]=[CH:18][CH:17]=[CH:16][C:15]=1Cl.II.Cl[Si:24]([CH3:27])([CH3:26])[CH3:25].C([O-])(O)=O.[Na+]>>[CH3:25][Si:24]([CH3:27])([CH3:26])[C:14]1[CH:19]=[CH:18][CH:17]=[CH:16][C:15]=1[Si:24]([CH3:27])([CH3:26])[CH3:25] |f:5.6|. Reported procedure: Magnesium (9.72 g, 400 mmol), hexamethylphosphoramide (HMPA) (80 mL, 460 mmol), 1,2-dichlorobenzene (14.76 g, 100 mmol), and a catalytic amount of I2 were combined in a 500 mL round bottomed flask and heated to 70° C. with stirring. Chlorotrimethylsilane was added dropwise to the solution at 70° C. The solution was stirred for an additional 30 minutes and then heated to 100° C. for 48 h. After cooling, the reaction mixture was poured over ice and NaHCO3. The Mg and precipitate were filtered off ... The reactants are SC=1SC(=C(N1)C)CC(=O)OC (methyl 2-mercapto-4-methyl-1,3thiazol-5-ylacetate), C([O-])([O-])=O.[K+].[K+] (potassium carbonate), C(C1=CC=CC=C1)Cl (benzyl chloride). Run in CC(=O)C (acetone). Product: C(C1=CC=CC=C1)SC=1SC(=C(N1)C)CC(=O)OC (Methyl 2-benzylmercapto-4-methyl-1,3-thiazol-5-ylacetate). RXN SMILES: [SH:1][C:2]1[S:3][C:4]([CH2:8][C:9]([O:11][CH3:12])=[O:10])=[C:5]([CH3:7])[N:6]=1.C(=O)([O-])[O-].[K+].[K+].[CH2:19](Cl)[C:20]1[CH:25]=[CH:24][CH:23]=[CH:22][CH:21]=1>CC(C)=O>[CH2:19]([S:1][C:2]1[S:3][C:4]([CH2:8][C:9]([O:11][CH3:12])=[O:10])=[C:5]([CH3:7])[N:6]=1)[C:20]1[CH:25]=[CH:24][CH:23]=[CH:22][CH:21]=1 |f:1.2.3|. Procedure details: 2.03 g (0.01 mole) of methyl 2-mercapto-4-methyl-1,3thiazol-5-ylacetate are reacted with potassium carbonate and benzyl chloride in acetone and worked up in accordance with Example 1, stage 2. Reactants: CC(C)(C)OC(=O)N1CCC(O)CC1, C1CCOC1, Cc1nc(O)ccc1[N+](=O)[O-], CC(C)OC(=O)N=NC(=O)OC(C)C, c1ccc(P(c2ccccc2)c2ccccc2)cc1. The product is Cc1nc(OC2CCN(C(=O)OC(C)(C)C)CC2)ccc1[N+](=O)[O-]. As a reaction SMILES: [C:26]([CH3:27])([CH3:28])([CH3:29])[O:30][C:31](=[O:32])[N:33]1[CH2:34][CH2:35][CH:36]([OH:39])[CH2:37][CH2:38]1.[CH2:59]1[O:60][CH2:61][CH2:62][CH2:63]1.[CH3:15][c:16]1[c:17]([N+:23](=[O:24])[O-:25])[cH:18][cH:19][c:20]([OH:22])[n:21]1.[O:1]=[C:2]([O:3][CH:4]([CH3:5])[CH3:6])[N:7]=[N:8][C:9]([O:10][CH:11]([CH3:12])[CH3:13])=[O:14].[c:40]1([P:41]([c:42]2[cH:43][cH:44][cH:45][cH:46][cH:47]2)[c:48]2[cH:49][cH:50][cH:51][cH:52][cH:53]2)[cH:54][cH:55][cH:56][cH:57][cH:58]1>>[CH3:15][c:16]1[c:17]([N+:23](=[O:24])[O-:25])[cH:18][cH:19][c:20]([O:22][CH:36]2[CH2:35][CH2:34][N:33]([C:31]([O:30][C:26]([CH3:27])([CH3:28])[CH3:29])=[O:32])[CH2:38][CH2:37]2)[n:21]1. Yields the product CCOC(=O)c1cc2cc(-c3ccc(C(C)=O)cc3)ccc2o1. Reactants: [Al+3], CC(=O)Cl, [Cl-], [Cl-], [Cl-], O, S=C=S, CCOC(=O)c1cc2cc(-c3ccccc3)ccc2o1. RXN SMILES: [Al+3:29].[CH3:1][C:2]([Cl:3])=[O:4].[Cl-:28].[Cl-:30].[Cl-:31].[OH2:32].[S:25]=[C:26]=[S:27].[c:5]1(-[c:11]2[cH:12][cH:13][c:14]3[c:15]([cH:16][c:17]([C:19](=[O:20])[O:21][CH2:22][CH3:23])[o:18]3)[cH:24]2)[cH:6][cH:7][cH:8][cH:9][cH:10]1>>[CH3:1][C:2](=[O:4])[c:8]1[cH:7][cH:6][c:5](-[c:11]2[cH:12][cH:13][c:14]3[c:15]([cH:16][c:17]([C:19](=[O:20])[O:21][CH2:22][CH3:23])[o:18]3)[cH:24]2)[cH:10][cH:9]1. Starting materials: C(C)OC1=CC2=C(NC(=N2)C2=NN(C=C2NC(=O)C2CC2)C2OCCCC2)C=C1CC (cyclopropanecarboxylic acid [3-(5-ethoxy-6-ethyl-1H-benzoimidazol-2-yl)-1-(tetrahydropyran-2-yl)-1H-pyrazol-4-yl]amide), O.C1(=CC=C(C=C1)S(=O)(=O)O)C (p-toluenesulfonic acid hydrate), C([O-])(O)=O.[Na+] (sodium bicarbonate). Run in C(C)O (ethanol). Product: C(C)OC1=CC2=C(NC(=N2)C2=NNC=C2NC(=O)C2CC2)C=C1CC (cyclopropanecarboxylic acid[3-(5-ethoxy-6-ethyl-1H-benzoimidazol-2-yl)-1H-pyrazol-4-yl]amide). Yield: 49.9%. Reaction SMILES: [CH2:1]([O:3][C:4]1[C:29]([CH2:30][CH3:31])=[CH:28][C:7]2[NH:8][C:9]([C:11]3[C:15]([NH:16][C:17]([CH:19]4[CH2:21][CH2:20]4)=[O:18])=[CH:14][N:13](C4CCCCO4)[N:12]=3)=[N:10][C:6]=2[CH:5]=1)[CH3:2].O.C1(C)C=CC(S(O)(=O)=O)=CC=1.C(=O)(O)[O-].[Na+]>C(O)C>[CH2:1]([O:3][C:4]1[C:29]([CH2:30][CH3:31])=[CH:28][C:7]2[NH:8][C:9]([C:11]3[C:15]([NH:16][C:17]([CH:19]4[CH2:20][CH2:21]4)=[O:18])=[CH:14][NH:13][N:12]=3)=[N:10][C:6]=2[CH:5]=1)[CH3:2] |f:1.2,3.4|. Procedure details: A solution of cyclopropanecarboxylic acid [3-(5-ethoxy-6-ethyl-1H-benzoimidazol-2-yl)-1-(tetrahydropyran-2-yl)-1H-pyrazol-4-yl]amide [0.3 g, Reference Example 48(a)] and p-toluenesulfonic acid hydrate (1.2 g) in ethanol (25 mL) was heated in an 80° C. in an oil bath for 1 hour, then cooled, and then poured into aqueous sodium bicarbonate solution. The aqueous mixture was extracted twice with ethyl acetate (75 mL). The combined extracts were evaporated and the residue was redissolved in a mixture...